Dataset: the Open Reaction Database (ORD), a public repository of structured organic reaction records. Task: describe an organic reaction: reactants, conditions, products, and yield The reactants are FC1=C(C=CC=C1)C (2-fluoro-toluene), [N+](=O)(O)[O-] (nitric acid). Run at temperature -15 celsius, time 1 hour. Yields the product FC1=C(C=C(C=C1)[N+](=O)[O-])C (2-fluoro-5-nitro-toluene). As a reaction SMILES: [F:1][C:2]1[CH:7]=[CH:6][CH:5]=[CH:4][C:3]=1[CH3:8].[N+:9]([O-])([OH:11])=[O:10]>>[F:1][C:2]1[CH:7]=[CH:6][C:5]([N+:9]([O-:11])=[O:10])=[CH:4][C:3]=1[CH3:8]. Procedure details: 30 g of 2-fluoro-toluene were added at -15° C. over two hours to 33 ml of nitric acid and the mixture was stirred at -15° C. for one hour and was then allowed to rise to 20° C. The reaction mixture was poured into ice and was extracted with ether. The organic phase was washed with water, dried and evaporated to dryness. The residue was rectified to obtain 34.4 g of 2-fluoro-5-nitro-toluene with a boiling point of 100°-101° C. at 10 to 11 mm Hg.